This data is from the Open Reaction Database (ORD), a public repository of structured organic reaction records. The task is: describe an organic reaction: reactants, conditions, products, and yield The reactants are CC(C)(C)S(=O)N=Cc1ccc(Br)cc1Cl, C[Si](C)(C)C(F)(F)F, CN(C)C=O. Product: CC(C)(C)S(=O)NC(c1ccc(Br)cc1Cl)C(F)(F)F. RXN SMILES: [Br:1][c:2]1[cH:3][c:4]([Cl:16])[c:5]([CH:6]=[N:7][S:8](=[O:9])[C:10]([CH3:11])([CH3:12])[CH3:13])[cH:14][cH:15]1.[F:17][C:18]([F:19])([F:20])[Si:21]([CH3:22])([CH3:23])[CH3:24].[O:25]=[CH:26][N:27]([CH3:28])[CH3:29]>>[Br:1][c:2]1[cH:3][c:4]([Cl:16])[c:5]([CH:6]([NH:7][S:8](=[O:9])[C:10]([CH3:11])([CH3:12])[CH3:13])[C:18]([F:17])([F:19])[F:20])[cH:14][cH:15]1. Starting materials: C[Si](C)(C)CCOCCl, CO, CCOC(C)=O, [H-], [Na+], CN(C)C=O, O, c1cc2[nH]cnc2cn1. Product: C[Si](C)(C)CCOCn1cnc2cnccc21. Reaction SMILES: [CH3:12][Si:13]([CH2:14][CH2:15][O:16][CH2:17][Cl:18])([CH3:19])[CH3:20].[CH3:27][OH:28].[CH3:29][CH2:30][O:31][C:32](=[O:33])[CH3:34].[H-:11].[Na+:10].[O:22]=[CH:23][N:24]([CH3:25])[CH3:26].[OH2:21].[nH:1]1[cH:2][n:3][c:4]2[cH:5][n:6][cH:7][cH:8][c:9]12>>[n:1]1([CH2:17][O:16][CH2:15][CH2:14][Si:13]([CH3:12])([CH3:19])[CH3:20])[cH:2][n:3][c:4]2[cH:5][n:6][cH:7][cH:8][c:9]12. The reactants are CC1(C)C(C=CC(=O)OCc2ccccc2)C1C(=O)O, C=CC(=C)C, O=S(Cl)Cl. Yields the product CC1(C)C(C=CC(=O)OCc2ccccc2)C1C(=O)O, [Cl-]. Reaction SMILES: [CH3:1][C:2]1([CH3:20])[CH:3]([C:17](=[O:18])[OH:19])[CH:4]1[CH:5]=[CH:6][C:7]([O:8][CH2:9][c:10]1[cH:11][cH:12][cH:13][cH:14][cH:15]1)=[O:16].[CH3:25][C:26]([CH:27]=[CH2:28])=[CH2:29].[S:21]([Cl:22])([Cl:23])=[O:24]>>[CH3:1][C:2]1([CH3:20])[CH:3]([C:17](=[O:18])[OH:19])[CH:4]1[CH:5]=[CH:6][C:7]([O:8][CH2:9][c:10]1[cH:11][cH:12][cH:13][cH:14][cH:15]1)=[O:16].[Cl-:23]. The reactants are CS(=O)(=O)OCCOC1=NNC2=NC=NC(=C21)NC2=CC(=C(C=C2)OCC2=CC(=CC=C2)F)OC (2-{[4-({4-[(3-fluorobenzyl)oxy]-3-methoxyphenyl}amino)-1H-pyrazolo[3,4-d]pyrimidin-3-yl]oxy}ethyl methanesulfonate), CN1CCNCC1 (N-methylpiperazine). Product: FC=1C=C(COC2=C(C=C(C=C2)NC2=C3C(=NC=N2)NN=C3OCCN3CCN(CC3)C)OC)C=CC1 (N-{4-[(3-fluorobenzyl)oxy]-3-methoxyphenyl]-3-[2-(4-methylpiperazin-1-yl)ethoxy]-1H-pyrazolo[3,4-d]pyrimidin-4-amine). Isolated yield 44.0%. RXN SMILES: CS(O[CH2:6][CH2:7][O:8][C:9]1[C:17]2[C:12](=[N:13][CH:14]=[N:15][C:16]=2[NH:18][C:19]2[CH:24]=[CH:23][C:22]([O:25][CH2:26][C:27]3[CH:32]=[CH:31][CH:30]=[C:29]([F:33])[CH:28]=3)=[C:21]([O:34][CH3:35])[CH:20]=2)[NH:11][N:10]=1)(=O)=O.[CH3:36][N:37]1[CH2:42][CH2:41][NH:40][CH2:39][CH2:38]1>>[F:33][C:29]1[CH:28]=[C:27]([CH:32]=[CH:31][CH:30]=1)[CH2:26][O:25][C:22]1[CH:23]=[CH:24][C:19]([NH:18][C:16]2[N:15]=[CH:14][N:13]=[C:12]3[NH:11][N:10]=[C:9]([O:8][CH2:7][CH2:6][N:40]4[CH2:41][CH2:42][N:37]([CH3:36])[CH2:38][CH2:39]4)[C:17]=23)=[CH:20][C:21]=1[O:34][CH3:35]. Procedure details: The procedure described in Example 55 was repeated using 2-{[4-({4-[(3-fluorobenzyl)oxy]-3-methoxyphenyl}amino)-1H-pyrazolo[3,4-d]pyrimidin-3-yl]oxy}ethyl methanesulfonate and N-methylpiperazine to give the title compound in 44% yield; NMR Spectrum: 2.10 (s, 3H), 2.50 (s, 4H), 2.78 (t, 2H), 3.80 (s, 3H), 4.42 (t, 2H), 5.12 (s, 2H), 7.00 (d, 1H), 7.16 (m, 2H), 7.23 (m, 2H), 7.38 (d, 1H), 7.44 (q, 1H), 8.25 (s, 1H), 8.44 (s, 1H); Mass Spectrum: 508 (MH+).